Dataset: the Open Reaction Database (ORD), a public repository of structured organic reaction records. Task: describe an organic reaction: reactants, conditions, products, and yield Reactants: BrC=1C=NC=C(C#N)C1 (5-bromonicotinonitrile), B(O)(O)C1=CC=C(C=C1)C(C(=O)O)(C)C (2-(4-boronophenyl)-2-methylpropanoic acid), C(=O)([O-])[O-].[K+].[K+] (K2CO3). The reagents and catalysts are C=1C=CC(=CC1)[P](C=2C=CC=CC2)(C=3C=CC=CC3)[Pd]([P](C=4C=CC=CC4)(C=5C=CC=CC5)C=6C=CC=CC6)([P](C=7C=CC=CC7)(C=8C=CC=CC8)C=9C=CC=CC9)[P](C=1C=CC=CC1)(C=1C=CC=CC1)C=1C=CC=CC1 (Pd(PPh3)4). The solvent is COCCOC (DME), O (water). Run at time 30 minute. The product is C(#N)C=1C=C(C=NC1)C1=CC=C(C=C1)C(C(=O)O)(C)C (2-(4-(5-cyanopyridin-3-yl)phenyl)-2-methylpropanoic acid). Isolated yield 73.4%. As a reaction SMILES: Br[C:2]1[CH:3]=[N:4][CH:5]=[C:6]([CH:9]=1)[C:7]#[N:8].B([C:13]1[CH:18]=[CH:17][C:16]([C:19]([CH3:24])([CH3:23])[C:20]([OH:22])=[O:21])=[CH:15][CH:14]=1)(O)O.C([O-])([O-])=O.[K+].[K+]>COCCOC.O.C1C=CC([P]([Pd]([P](C2C=CC=CC=2)(C2C=CC=CC=2)C2C=CC=CC=2)([P](C2C=CC=CC=2)(C2C=CC=CC=2)C2C=CC=CC=2)[P](C2C=CC=CC=2)(C2C=CC=CC=2)C2C=CC=CC=2)(C2C=CC=CC=2)C2C=CC=CC=2)=CC=1>[C:7]([C:6]1[CH:9]=[C:2]([C:13]2[CH:18]=[CH:17][C:16]([C:19]([CH3:24])([CH3:23])[C:20]([OH:22])=[O:21])=[CH:15][CH:14]=2)[CH:3]=[N:4][CH:5]=1)#[N:8] |f:2.3.4,^1:41,43,62,81|. Reported procedure: 5-bromonicotinonitrile (8.8 g, 48.08 mmol), 2-(4-boronophenyl)-2-methylpropanoic acid (example 21b) (11.50 g, 52.89 mmol) and K2CO3 (13.3 g, 96.16 mmol were dissolved in a mixture of DME (120 mL) and water (30 mL). The mixture was degassed for 30 minutes and Pd(PPh3)4 (2.7 g, 2.40 mmol) was added. The reaction mixture was heated to reflux for 16 hr then cooled to room temperature, and evaporated under reduced pressure. The residue was diluted with aq. 0.5 N NaOH (100 mL) and stirred for about 30...